Dataset: the Open Reaction Database (ORD), a public repository of structured organic reaction records. Task: describe an organic reaction: reactants, conditions, products, and yield Starting materials: C(C)N(CCSC1=CC=C(C=C1)[N+](=O)[O-])CC (N,N-diethyl-2-[(4-nitrophenyl)thio]ethanamine), O.O.[Sn](Cl)Cl (tin(II) chloride dihydrate), C([O-])([O-])=O.[K+].[K+] (potassium carbonate). Solvent: C(C)O (ethanol), O (water). The product is C(C)N(CCSC1=CC=C(C=C1)N)CC (4-[[2-(Diethylamino)ethyl]thio]benzenamine). RXN SMILES: [CH2:1]([N:3]([CH2:16][CH3:17])[CH2:4][CH2:5][S:6][C:7]1[CH:12]=[CH:11][C:10]([N+:13]([O-])=O)=[CH:9][CH:8]=1)[CH3:2].O.O.[Sn](Cl)Cl.C(=O)([O-])[O-].[K+].[K+]>C(O)C.O>[CH2:16]([N:3]([CH2:1][CH3:2])[CH2:4][CH2:5][S:6][C:7]1[CH:8]=[CH:9][C:10]([NH2:13])=[CH:11][CH:12]=1)[CH3:17] |f:1.2.3,4.5.6|. Procedure: To a solution of 7.4 g (29 mmol) of N,N-diethyl-2-[(4-nitrophenyl)thio]ethanamine in 150 mL of ethanol add 32.8 g (140 mmol) of tin(II) chloride dihydrate. Reflux the reaction mixture for about 5 h. After this time, cool the reaction mixture to room temperature and carefully add the mixture to a solution of 75 g (0.54 mol) of potassium carbonate in 500 mL of water. Extract the mixture with 3×500 mL of ethyl acetate. Combine the organic extracts and wash with 2×350 mL of saturated aqueous sodium ... Starting materials: [Mg] (magnesium), C1(CC1)Br (cyclopropylbromide), C(C)OCC (diethyl ether), Cl (hydrochloric acid), FC(OC1=CC=C(C#N)C=C1)F (4-difluoromethoxybenzonitrile), C(C)OCC (diethyl ether). Solvent: O1CCCC1 (tetrahydrofuran), O1CCCC1 (tetrahydrofuran). Conditions: time 18 hour. The product is FC(OC1=CC=C(C=C1)C(=O)C1CC1)F ((4-difluoromethoxyphenyl)(cyclopropyl) ketone). RXN SMILES: [Mg].[CH:2]1(Br)[CH2:4][CH2:3]1.[F:6][CH:7]([F:17])[O:8][C:9]1[CH:16]=[CH:15][C:12]([C:13]#N)=[CH:11][CH:10]=1.Cl.C([O:21]CC)C>O1CCCC1>[F:6][CH:7]([F:17])[O:8][C:9]1[CH:16]=[CH:15][C:12]([C:13]([CH:2]2[CH2:4][CH2:3]2)=[O:21])=[CH:11][CH:10]=1. Procedure: Upon a dry argon atmosphere, a mixture of 1.6 g (0.066 mole) of magnesium, 7.9 g (0.066 mole) of cyclopropylbromide, 60 ml of anhydrous diethyl ether, and 60 ml of anhydrous tetrahydrofuran was heated at reflux for 2.5 hours. The stirred mixture was cooled to room temperature, and a solution of 11.1 g (0.066 mole) of (4-difluoromethoxybenzonitrile) in 40 ml of anhydrous diethyl ether and 40 ml of anhydrous tetrahydrofuran was added during one hour. After complete addition, the mixture was heated... Reactants: O[C@H](CC(=O)OC(C)(C)C)C (tert-butyl (S)-3-hydroxybutyrate), ClC(=O)OCC1=CC=C(C=C1)[N+](=O)[O-] (p-nitrobenzyl chloroformate). Reagents/catalysts: CN(C1=CC=NC=C1)C (4-dimethylaminopyridine). Run in C(Cl)Cl (methylene chloride), C(Cl)Cl (methylene chloride), C(Cl)Cl (methylene chloride). Reaction conditions: temperature 0 celsius, time 3 hour. Product: [N+](=O)([O-])C1=CC=C(COC(=O)O[C@H](CC(=O)OC(C)(C)C)C)C=C1 (tert-butyl (S)-3-(4-nitrobenzyloxycarbonyloxy)-butyrate). Yield: 62.7%. RXN SMILES: [OH:1][C@@H:2]([CH3:11])[CH2:3][C:4]([O:6][C:7]([CH3:10])([CH3:9])[CH3:8])=[O:5].Cl[C:13]([O:15][CH2:16][C:17]1[CH:22]=[CH:21][C:20]([N+:23]([O-:25])=[O:24])=[CH:19][CH:18]=1)=[O:14]>CN(C)C1C=CN=CC=1.C(Cl)Cl>[N+:23]([C:20]1[CH:19]=[CH:18][C:17]([CH2:16][O:15][C:13]([O:1][C@@H:2]([CH3:11])[CH2:3][C:4]([O:6][C:7]([CH3:10])([CH3:9])[CH3:8])=[O:5])=[O:14])=[CH:22][CH:21]=1)([O-:25])=[O:24]. Reported procedure: To a solution of 3.84 g of tert-butyl (S)-3-hydroxybutyrate and 5.86 g of 4-dimethylaminopyridine in 20 ml of methylene chloride was added at 0° C. within 20 minutes a solution of 6.47 g of p-nitrobenzyl chloroformate in 20 ml of methylene chloride. The mixture was stirred for 3 hours at 0° C., then diluted with 50 ml of methylene chloride and washed successively with 1N hydrochloric acid, saturated sodium bicarbonate solution, and with brine. The organic layer was dried over sodium sulfate, and... Reactants: C(C)(C)(C)C=1NC(=C(N1)C=O)C (2-tert-butyl-5-methyl-4-imidazolecarboxaldehyde), C(NN)(=O)OCC (ethyl carbazate). Yields the product C(C)OC(NN=CC=1N=C(NC1C)C(C)(C)C)=O (3-[(2-tert-Butyl-5-methyl-4-imidazolyl)methylene]carbazic acid ethyl ester). Reaction SMILES: [C:1]([C:5]1[NH:6][C:7]([CH3:12])=[C:8]([CH:10]=O)[N:9]=1)([CH3:4])([CH3:3])[CH3:2].[C:13]([O:17][CH2:18][CH3:19])(=[O:16])[NH:14][NH2:15]>>[CH2:18]([O:17][C:13](=[O:16])[NH:14][N:15]=[CH:10][C:8]1[N:9]=[C:5]([C:1]([CH3:4])([CH3:3])[CH3:2])[NH:6][C:7]=1[CH3:12])[CH3:19]. Procedure details: A 6.17 gm. portion of 2-tert-butyl-5-methyl-4-imidazolecarboxaldehyde and 4.20 gm. of ethyl carbazate are reacted as described in Example 32 giving the desired product, m.p. 226°-228.5° C. Reactants: Cl (Hydrogen chloride), CN(CCCN(C(CCCCCCCCCCCCCCC)=O)CC)C (N,N-dimethyl-N'-ethyl-N'-hexadecanoyl-1,3-propanediamine). Solvent: CO (methanol). Yields the product Cl.CN(CCCN(C(CCCCCCCCCCCCCCC)=O)CC)C (N,N-Dimethyl-N'-ethyl-N'-hexadecanoyl-1,3-propanediamine hydrochloride). Yield: 96.0%. As a reaction SMILES: [ClH:1].[CH3:2][N:3]([CH3:27])[CH2:4][CH2:5][CH2:6][N:7]([CH2:25][CH3:26])[C:8](=[O:24])[CH2:9][CH2:10][CH2:11][CH2:12][CH2:13][CH2:14][CH2:15][CH2:16][CH2:17][CH2:18][CH2:19][CH2:20][CH2:21][CH2:22][CH3:23]>CO>[ClH:1].[CH3:27][N:3]([CH3:2])[CH2:4][CH2:5][CH2:6][N:7]([CH2:25][CH3:26])[C:8](=[O:24])[CH2:9][CH2:10][CH2:11][CH2:12][CH2:13][CH2:14][CH2:15][CH2:16][CH2:17][CH2:18][CH2:19][CH2:20][CH2:21][CH2:22][CH3:23] |f:3.4|. Procedure details: Hydrogen chloride gas was bubbled into a solution of N,N-dimethyl-N'-ethyl-N'-hexadecanoyl-1,3-propanediamine (0.64 g, 1.7 mmole) in methanol (20 mL). The solvent was removed under reduced pressure and the residue titurated with diethyl ether to yield the title compound (0.67 g, 96%) as a white solid. mp 81°-83 ° C. 1H NMR (300 MHz, CD3OD): δ0.691 (3H, t, J=6.7 Hz), 1.012 (3H, t, J=7.1 Hz), 1.081 (24H, bs), 1.75 to 1.82 (2H, m), 2.207 (2H, t, J=7.1 Hz), 2.679 (6H, s), 2.879 (2H, t, J=7.1 Hz), an...